From a dataset of the Open Reaction Database (ORD), a public repository of structured organic reaction records. describe an organic reaction: reactants, conditions, products, and yield Starting materials: CC1(C(N(C(S1)=S)NC1=CC=CC=C1)=O)C1=CC=CC=C1 (5-Methyl-5-phenyl-3-phenylamino-2-thioxothiazolidin-4-one), C(Cl)Cl (methylene chloride), F[B-](F)(F)F.C(C)[O+](CC)CC (triethyloxonium tetrafluoroborate), Cl.NO (hydroxylamine hydrochloride). As a reaction SMILES: [CH3:1][C:2]1([C:16]2[CH:21]=[CH:20][CH:19]=[CH:18][CH:17]=2)[S:6][C:5](=S)[N:4]([NH:8][C:9]2[CH:14]=[CH:13][CH:12]=[CH:11][CH:10]=2)[C:3]1=[O:15].C(Cl)Cl.F[B-](F)(F)F.C([O+](CC)CC)C.Cl.[NH2:38][OH:39]>CO.C(N(CC)CC)C>[OH:39][N:38]=[C:5]1[N:4]([NH:8][C:9]2[CH:14]=[CH:13][CH:12]=[CH:11][CH:10]=2)[C:3](=[O:15])[C:2]([CH3:1])([C:16]2[CH:21]=[CH:20][CH:19]=[CH:18][CH:17]=2)[S:6]1 |f:2.3,4.5|. The product is ON=C1SC(C(N1NC1=CC=CC=C1)=O)(C1=CC=CC=C1)C (2-hydroxyimino-5-methyl-5-phenyl-3-phenylaminothiazolidine-4-one). Procedure: 5-Methyl-5-phenyl-3-phenylamino-2-thioxothiazolidin-4-one (0.3 g) was added to a 1M methylene chloride solution of triethyloxonium tetrafluoroborate (1 ml) at room temperature with stirring. After stirring the mixture for 24 hrs hydroxylamine hydrochloride (0.1 g) and triethylamine (0.3 g) in methanol (10 ml) were added at 0° C. The reaction mixture was again stirred for 2 hrs at room temperature followed by evaporation of the solvents under reduced pressure. The residue was added to ice water a... Run in CO (methanol), C(C)N(CC)CC (triethylamine). The yield is 70.2%. Reactants: C(C)(C)OC=1C=C(C=CC1)[N+](=O)[O-] (3-isopropoxynitrobenzene), [H][H] (hydrogen). Reagents/catalysts: O=[Pt]=O (PtO2). Run in C(C)O (ethanol). Yields the product C(C)(C)OC=1C=C(N)C=CC1 (3-isopropoxyaniline). RXN SMILES: [CH:1]([O:4][C:5]1[CH:6]=[C:7]([N+:11]([O-])=O)[CH:8]=[CH:9][CH:10]=1)([CH3:3])[CH3:2].[H][H]>C(O)C.O=[Pt]=O>[CH:1]([O:4][C:5]1[CH:6]=[C:7]([CH:8]=[CH:9][CH:10]=1)[NH2:11])([CH3:3])[CH3:2]. Reported procedure: A solution of 3-isopropoxynitrobenzene (8.5 g, 50 mmol) and PtO2 (0.3 g) in 200 ml of ethanol was shaken under 40 psi hydrogen at room temperature for 1.5 hours. The mixture was filtered through Celite, and the filtrate was concentrated in vacuo to provide 7.08 g of light oil (3-isopropoxyaniline). The oil was added to isatoic anhydride (7.35 g, 45 mmol) along with 15 ml of ethyl acetate. The mixture was heated in a 90° oil bath under nitrogen for two hours. The product crystallized from the rea...